From a dataset of the Open Reaction Database (ORD), a public repository of structured organic reaction records. describe an organic reaction: reactants, conditions, products, and yield Reactants: CN1N=C(C=2CCCC(C12)=O)C(=O)OCC (ethyl 1-methyl-7-oxo-4,5,6,7-tetrahydro-1H-indazole-3-carboxylate), C(C)(C)(C)C(C(=O)O)C(C)(C)C.CN(C=O)C (dimethylformamide ditertbutyl acetate). Solvent: CN(C=O)C (dimethylformamide). Conditions: temperature 60 celsius, time 8 hour. Product: CN(C)C=C1CCC=2C(=NN(C2C1=O)C)C(=O)OCC (Ethyl 6-[(dimethylamino)methylene]-1-methyl-7-oxo-4,5,6,7-tetrahydro-1H-indazole-3-carboxylate). Yield: 90.0%. As a reaction SMILES: [CH3:1][N:2]1[C:10]2[C:9](=[O:11])[CH2:8][CH2:7][CH2:6][C:5]=2[C:4]([C:12]([O:14][CH2:15][CH3:16])=[O:13])=[N:3]1.C(C(C(C)(C)C)C(O)=O)(C)(C)C.[CH3:29][N:30]([CH3:33])[CH:31]=O>CN(C)C=O>[CH3:29][N:30]([CH:33]=[C:8]1[C:9](=[O:11])[C:10]2[N:2]([CH3:1])[N:3]=[C:4]([C:12]([O:14][CH2:15][CH3:16])=[O:13])[C:5]=2[CH2:6][CH2:7]1)[CH3:31] |f:1.2|. Procedure: 16 g (72 mmol) of ethyl 1-methyl-7-oxo-4,5,6,7-tetrahydro-1H-indazole-3-carboxylate were dissolved in 100 mL of dimethylformamide and 32 mL of dimethylformamide ditertbutyl acetate were added. The mixture was stirred at 60° C. for 8 hours. The solvent was then evaporated in vacuo and the product crystallized from ethanol to give the title compound (17.96 g, 90% yield). Starting materials: ClCCl, CC(C)(C)OC(=O)C=Cc1ccc(C(=C2CCCCC2)c2ccc(O)cc2)c(Cl)c1, O=C(O)C(F)(F)F. Yields the product O=C(O)C=Cc1ccc(C(=C2CCCCC2)c2ccc(O)cc2)c(Cl)c1. RXN SMILES: [Cl:38][CH2:39][Cl:40].[Cl:8][c:9]1[cH:10][c:11]([CH:29]=[CH:30][C:31](=[O:32])[O:33][C:34]([CH3:35])([CH3:36])[CH3:37])[cH:12][cH:13][c:14]1[C:15]([c:16]1[cH:17][cH:18][c:19]([OH:22])[cH:20][cH:21]1)=[C:23]1[CH2:24][CH2:25][CH2:26][CH2:27][CH2:28]1.[OH:1][C:2]([C:3]([F:4])([F:5])[F:6])=[O:7]>>[Cl:8][c:9]1[cH:10][c:11]([CH:29]=[CH:30][C:31](=[O:32])[OH:33])[cH:12][cH:13][c:14]1[C:15]([c:16]1[cH:17][cH:18][c:19]([OH:22])[cH:20][cH:21]1)=[C:23]1[CH2:24][CH2:25][CH2:26][CH2:27][CH2:28]1. Starting materials: COC1=CC=C(C=C1)C1=CN(C2=CC(=CC=C12)C1=CC(=CC=C1)[N+](=O)[O-])C1=CC(=NC=N1)NC (6-(3-(4-methoxyphenyl)-6-(3-nitrophenyl)-1H-indol-1-yl)-N-methylpyrimidin-4-amine). Reagents/catalysts: [Ni] (Raney nickel). The solvent is CO.CN(C)C=O (Methanol DMF). Reaction conditions: time 24 hour. Product: NC=1C=C(C=CC1)C1=CC=C2C(=CN(C2=C1)C1=CC(=NC=N1)NC)C1=CC=C(C=C1)OC (6-(6-(3-aminophenyl)-3-(4-methoxyphenyl)-1H-indol-1-yl)-N-methylpyrimidin-4-amine). As a reaction SMILES: [CH3:1][O:2][C:3]1[CH:8]=[CH:7][C:6]([C:9]2[C:17]3[C:12](=[CH:13][C:14]([C:18]4[CH:23]=[CH:22][CH:21]=[C:20]([N+:24]([O-])=O)[CH:19]=4)=[CH:15][CH:16]=3)[N:11]([C:27]3[N:32]=[CH:31][N:30]=[C:29]([NH:33][CH3:34])[CH:28]=3)[CH:10]=2)=[CH:5][CH:4]=1>[Ni].CO.CN(C=O)C>[NH2:24][C:20]1[CH:19]=[C:18]([C:14]2[CH:13]=[C:12]3[C:17]([C:9]([C:6]4[CH:5]=[CH:4][C:3]([O:2][CH3:1])=[CH:8][CH:7]=4)=[CH:10][N:11]3[C:27]3[N:32]=[CH:31][N:30]=[C:29]([NH:33][CH3:34])[CH:28]=3)=[CH:16][CH:15]=2)[CH:23]=[CH:22][CH:21]=1 |f:2.3|. Reported procedure: Methanol/DMF (1:1, 20 mL) was added to 6-(3-(4-methoxyphenyl)-6-(3-nitrophenyl)-1H-indol-1-yl)-N-methylpyrimidin-4-amine (100 mg, 0.22 mmol) and Raney nickel (about 50 mg). The mixture was stirred at room temperature for 24 hours under hydrogen gas (1 atm). The reaction solution was filtered using a diatomite pad and then concentrated under reduced pressure. The target compound was obtained as brown solid. The reactants are ClC1=CC=C(C=2N3C(=NC21)N(CCC3)C=3C(=NC(=CC3)OC)C)C(C(F)(F)F)O (1-[9-chloro-1-(6-methoxy-2-methylpyridin-3-yl)-1,2,3,4-tetrahydropyrimido[1,2-a]benzimidazol-6-yl]-2,2,2-trifluoroethanol), [H-].[Na+] (sodium hydride), C(C)I (ethyl iodide). Solvent: CN(C=O)C (N,N-dimethylformamide). Conditions: time 30 minute. Product: ClC1=CC=C(C=2N3C(=NC21)N(CCC3)C=3C(=NC(=CC3)OC)C)C(C(F)(F)F)OCC (9-Chloro-6-(1-ethoxy-2,2,2-trifluoroethyl)-1-(6-methoxy-2-methylpyridin-3-yl)-1,2,3,4-tetrahydropyrimido[1,2-a]benzimidazole). The yield is 75.3%. Reaction SMILES: [Cl:1][C:2]1[C:10]2[N:9]=[C:8]3[N:11]([C:15]4[C:16]([CH3:23])=[N:17][C:18]([O:21][CH3:22])=[CH:19][CH:20]=4)[CH2:12][CH2:13][CH2:14][N:7]3[C:6]=2[C:5]([CH:24]([OH:29])[C:25]([F:28])([F:27])[F:26])=[CH:4][CH:3]=1.[H-].[Na+].[CH2:32](I)[CH3:33]>CN(C)C=O>[Cl:1][C:2]1[C:10]2[N:9]=[C:8]3[N:11]([C:15]4[C:16]([CH3:23])=[N:17][C:18]([O:21][CH3:22])=[CH:19][CH:20]=4)[CH2:12][CH2:13][CH2:14][N:7]3[C:6]=2[C:5]([CH:24]([O:29][CH2:32][CH3:33])[C:25]([F:26])([F:28])[F:27])=[CH:4][CH:3]=1 |f:1.2|. Procedure: To a solution of 1-[9-chloro-1-(6-methoxy-2-methylpyridin-3-yl)-1,2,3,4-tetrahydropyrimido[1,2-a]benzimidazol-6-yl]-2,2,2-trifluoroethanol (100.5 mg, 0.235 mmol) in N,N-dimethylformamide (1.5 mL) was added sodium hydride (14.1 mg, 0.353 mmol) at 0° C. After 30 min, to the mixture was added ethyl iodide (94 μL, 1.175 mmol) at 0° C. The reaction mixture was stirred at room temperature for 3.5 hrs. The mixture was quenched with aqueous saturated ammonium chloride and extracted with ethyl acetate (×... Reactants: C1CCOC1, CCCC1C=CC(=O)C1, Cc1ccccc1, C[Mg]Cl, C[Zn]C. The product is CCCC1CC(=O)CC1C. Reaction SMILES: [CH2:23]1[O:24][CH2:25][CH2:26][CH2:27]1.[CH2:7]([CH2:8][CH3:9])[CH:10]1[CH:11]=[CH:12][C:13](=[O:15])[CH2:14]1.[CH3:16][c:17]1[cH:18][cH:19][cH:20][cH:21][cH:22]1.[CH3:1][Mg:2][Cl:3].[CH3:4][Zn:5][CH3:6]>>[CH3:4][CH:11]1[CH:10]([CH2:7][CH2:8][CH3:9])[CH2:14][C:13](=[O:15])[CH2:12]1. Starting materials: Cl (hydrochloric acid), ClC1=CC=C(C=C1)C=1N=C(OC1CCC(=O)NC1=CC=C(C=C1)C(=O)OCC)C1=CC=CC=C1 (3-[4-(4-chlorophenyl)-2-phenyl-5-oxazolyl]-N-[4-(ethoxycarbonyl)phenyl]propionamide), [OH-].[K+] (potassium hydroxide), C(C)O (ethanol). Run in O1CCCC1 (tetrahydrofuran), O (water). Conditions: time 5 hour. Product: ClC1=CC=C(C=C1)C=1N=C(OC1CCC(=O)NC1=CC=C(C(=O)O)C=C1)C1=CC=CC=C1 (4-({3-[4-(4-chlorophenyl)-2-phenyl-5-oxazolyl]propanoyl}amino)benzoic acid), crystals. Isolated yield 75.0%. Reaction SMILES: [Cl:1][C:2]1[CH:7]=[CH:6][C:5]([C:8]2[N:9]=[C:10]([C:29]3[CH:34]=[CH:33][CH:32]=[CH:31][CH:30]=3)[O:11][C:12]=2[CH2:13][CH2:14][C:15]([NH:17][C:18]2[CH:23]=[CH:22][C:21]([C:24]([O:26]CC)=[O:25])=[CH:20][CH:19]=2)=[O:16])=[CH:4][CH:3]=1.[OH-].[K+].C(O)C.Cl>O.O1CCCC1>[Cl:1][C:2]1[CH:3]=[CH:4][C:5]([C:8]2[N:9]=[C:10]([C:29]3[CH:30]=[CH:31][CH:32]=[CH:33][CH:34]=3)[O:11][C:12]=2[CH2:13][CH2:14][C:15]([NH:17][C:18]2[CH:23]=[CH:22][C:21]([C:24]([OH:26])=[O:25])=[CH:20][CH:19]=2)=[O:16])=[CH:6][CH:7]=1 |f:1.2|. Reported procedure: A mixture of 3-[4-(4-chlorophenyl)-2-phenyl-5-oxazolyl]-N-[4-(ethoxycarbonyl)phenyl]propionamide (0.70 g), potassium hydroxide (0.26 g), ethanol (20 ml) and tetrahydrofuran (10 ml) was stirred at room temperature for 5 hrs and further stirred at 50° C. for 3 hrs. The reaction mixture was poured into water and acidified with 1N hydrochloric acid. The mixture was extracted with ethyl acetate. The ethyl acetate layer was washed with water and then with saturated brine, dried over anhydrous magnesiu...